From a dataset of the Open Reaction Database (ORD), a public repository of structured organic reaction records. describe an organic reaction: reactants, conditions, products, and yield The reactants are C(CCCCCCC)C1=CC=C(C=C1)CCBr (2-(4-octylphenyl)ethyl bromide), [H-].[Na+] (NaH), C(C)(=O)NC(C(=O)OCC)C(=O)OCC (diethyl acetamidomalonate), OS(=O)(=O)O (H2SO4). Run in CN(C=O)C (dimethylformamide), O (water), oil, CN(C=O)C (dimethylformamide). Reaction conditions: time 90 minute. Yields the product C(C)(=O)NC(C(=O)OCC)(C(=O)OCC)CCC1=CC=C(C=C1)CCCCCCCC (diethyl acetamido-2-(4-octylphenyl)ethylmalonate). Reaction SMILES: [H-].[Na+].[C:3]([NH:6][CH:7]([C:13]([O:15][CH2:16][CH3:17])=[O:14])[C:8]([O:10][CH2:11][CH3:12])=[O:9])(=[O:5])[CH3:4].[CH2:18]([C:26]1[CH:31]=[CH:30][C:29]([CH2:32][CH2:33]Br)=[CH:28][CH:27]=1)[CH2:19][CH2:20][CH2:21][CH2:22][CH2:23][CH2:24][CH3:25].OS(O)(=O)=O>CN(C)C=O.O>[C:3]([NH:6][C:7]([CH2:33][CH2:32][C:29]1[CH:28]=[CH:27][C:26]([CH2:18][CH2:19][CH2:20][CH2:21][CH2:22][CH2:23][CH2:24][CH3:25])=[CH:31][CH:30]=1)([C:13]([O:15][CH2:16][CH3:17])=[O:14])[C:8]([O:10][CH2:11][CH3:12])=[O:9])(=[O:5])[CH3:4] |f:0.1|. Procedure: 60% NaH in oil (9.65 g) is added portionwise to a solution of diethyl acetamidomalonate (58.5 g) in dimethylformamide (240 ml) at such a rate to keep the temperature below 10° C. The resulting mixture is stirred for 90 min., the temperature being allowed to increase to room temperature. To this mixture is added dropwise within 15 min. a solution of 2-(4-octylphenyl)ethyl bromide (19) (40 g) in dimethylformamide (40 ml). The reaction mixture is heated to ca. 80° C. within ca. 25 min. and further ...